This data is from the Open Reaction Database (ORD), a public repository of structured organic reaction records. The task is: describe an organic reaction: reactants, conditions, products, and yield RXN SMILES: [Cl:1][c:2]1[cH:3][c:4]([N:9]2[CH2:10][CH2:11][N:12]([C:15]([CH:16]([C:17]([CH3:18])([CH3:19])[CH3:20])[NH:21][C:22](=[O:23])[O:24][C:25]([CH3:26])([CH3:27])[CH3:28])=[O:29])[CH2:13][CH2:14]2)[cH:5][cH:6][c:7]1[Cl:8].[Cl:37][CH2:38][Cl:39].[F:30][C:31]([F:32])([F:33])[C:34]([OH:35])=[O:36]>>[Cl:1][c:2]1[cH:3][c:4]([N:9]2[CH2:10][CH2:11][N:12]([C:15]([CH:16]([C:17]([CH3:18])([CH3:19])[CH3:20])[NH2:21])=[O:29])[CH2:13][CH2:14]2)[cH:5][cH:6][c:7]1[Cl:8]. The reactants are CC(C)(C)OC(=O)NC(C(=O)N1CCN(c2ccc(Cl)c(Cl)c2)CC1)C(C)(C)C, ClCCl, O=C(O)C(F)(F)F. Product: CC(C)(C)C(N)C(=O)N1CCN(c2ccc(Cl)c(Cl)c2)CC1. The reactants are BrC=1C(N(C(N(N1)CCCC(F)(F)F)=O)C)=O (6-bromo-4-methyl-2-(4,4,4-trifluoro-butyl)-2H-[1,2,4]triazine-3,5-dione), FC(C1=C(C=CC=C1)N1CCNCC1)(F)F (1-(2-trifluoromethyl-phenyl)-piperazine). Yields the product C(CCC)O (n-butanol), CN1C(N(N=C(C1=O)N1CCN(CC1)C1=C(C=CC=C1)C(F)(F)F)CCCC(F)(F)F)=O (4-methyl-2-(4,4,4-trifluoro-butyl)-6-[4-(2-trifluoromethyl-phenyl)-piperazin-1-yl]-2H-[1,2,4]triazine-3,5-dione). Isolated yield 82.0%. Reaction SMILES: Br[C:2]1[C:3](=[O:17])[N:4]([CH3:16])[C:5](=[O:15])[N:6]([CH2:8][CH2:9][CH2:10][C:11]([F:14])([F:13])[F:12])[N:7]=1.[F:18][C:19]([F:33])([F:32])[C:20]1[CH:25]=[CH:24][CH:23]=[CH:22][C:21]=1[N:26]1[CH2:31][CH2:30][NH:29][CH2:28][CH2:27]1>>[CH2:22]([OH:15])[CH2:21][CH2:20][CH3:19].[CH3:16][N:4]1[C:3](=[O:17])[C:2]([N:29]2[CH2:28][CH2:27][N:26]([C:21]3[CH:22]=[CH:23][CH:24]=[CH:25][C:20]=3[C:19]([F:32])([F:33])[F:18])[CH2:31][CH2:30]2)=[N:7][N:6]([CH2:8][CH2:9][CH2:10][C:11]([F:14])([F:13])[F:12])[C:5]1=[O:15]. Procedure: The compound 9 (solid) is prepared from the triazine 4a and from 1-(2-trifluoromethyl-phenyl)-piperazine according to the synthesis method 1 in n-butanol (yield: 82%). Starting materials: [Si](C)(C)(C(C)(C)C)O[C@H]1CC(O[C@@H](C1)CO)=O ((4R,6S)-4-(tert-butyldimethylsilyloxy)-6-(hydroxymethyl)-tetrahydropyran-2-one), [Na+].[Cl-] (NaCl), COC(C=O)OC (2,2-dimethoxyethanal), C(CNC(CO)(CO)CO)CNC(CO)(CO)CO (bis-tris propane), C(CNC(CO)(CO)CO)CNC(CO)(CO)CO (bis-tris propane), C(C)=O (acetaldehyde), [OH-].[Na+] (NaOH). Reaction conditions: temperature 37 celsius, time 3 hour. Yields the product OCC(CO)(CO)N(CCCNC(CO)(CO)CO)\C=C/[C@@H](C(OC)OC)O ((S,Z)-2-(3-((1,3-dihydroxy-2-(hydroxymethyl)propan-2-yl)(3-hydroxy-4,4-dimethoxybut-1-enyl)amino)propylamino)-2-(hydroxymethyl)propane-1,3-diol). RXN SMILES: [Si](O[C@@H]1C[C@@H](CO)OC(=O)C1)([C:4](C)(C)[CH3:5])(C)C.[Na+].[Cl-].[CH3:20][O:21][CH:22]([O:25][CH3:26])[CH:23]=[O:24].C(=O)C.[OH-].[Na+].[CH2:32]([CH2:42][NH:43][C:44]([CH2:49][OH:50])([CH2:47][OH:48])[CH2:45][OH:46])[CH2:33][NH:34][C:35]([CH2:40][OH:41])([CH2:38][OH:39])[CH2:36][OH:37]>>[OH:46][CH2:45][C:44]([N:43](/[CH:4]=[CH:5]\[C@H:23]([OH:24])[CH:22]([O:25][CH3:26])[O:21][CH3:20])[CH2:42][CH2:32][CH2:33][NH:34][C:35]([CH2:36][OH:37])([CH2:38][OH:39])[CH2:40][OH:41])([CH2:47][OH:48])[CH2:49][OH:50] |f:1.2,5.6|. Procedure: To a solution of bis-tris propane [2] buffer (70 mL, 50 mM bis-tris propane, pH 8.0, 300 mM NaCl) and a solution of 2,2-dimethoxyethanal X′ (10 mL, 0.5 M in bis-tris propane buffer as described above), an aqueous solution of DERA 02 (10 mL, prepared with analogue method to one described in Example 1) and a solution of acetaldehyde (10 mL, 1.0 M in bis-tris propane buffer as described above) was added. The mixture was stirred for 3 h at 37° C. and pH was regulated at 8.0 with NaOH. After 3 h the ... Starting materials: F[B-](F)(F)F, Cc1ccc(C(=O)OC(C)(C)C)cc1C(=O)O, C1CCOC1, CCN(C(C)C)C(C)C, On1nnc2ccccc21, CN(C)C(On1nnc2ccccc21)=[N+](C)C, Nc1cnc2[nH]ccc2c1. Product: Cc1ccc(C(=O)OC(C)(C)C)cc1C(=O)Nc1cnc2[nH]ccc2c1. RXN SMILES: [B-:28]([F:29])([F:30])([F:31])[F:32].[C:11]([CH3:12])([CH3:13])([CH3:14])[O:15][C:16]([c:17]1[cH:18][c:19]([C:20](=[O:21])[OH:22])[c:23]([CH3:26])[cH:24][cH:25]1)=[O:27].[CH2:69]1[O:70][CH2:71][CH2:72][CH2:73]1.[CH:60]([N:61]([CH2:62][CH3:63])[CH:64]([CH3:65])[CH3:66])([CH3:67])[CH3:68].[OH:50][n:51]1[c:52]2[c:53]([cH:54][cH:55][cH:56][cH:57]2)[n:58][n:59]1.[n:33]1([O:34][C:35]([N:36]([CH3:37])[CH3:38])=[N+:39]([CH3:40])[CH3:41])[c:42]2[cH:43][cH:44][cH:45][cH:46][c:47]2[n:48][n:49]1.[nH:1]1[cH:2][cH:3][c:4]2[c:5]1[n:6][cH:7][c:8]([NH2:10])[cH:9]2>>[nH:1]1[cH:2][cH:3][c:4]2[c:5]1[n:6][cH:7][c:8]([NH:10][C:20]([c:19]1[cH:18][c:17]([C:16]([O:15][C:11]([CH3:12])([CH3:13])[CH3:14])=[O:27])[cH:25][cH:24][c:23]1[CH3:26])=[O:21])[cH:9]2. Starting materials: O=C(Cl)c1ccccc1, CCc1nc(C)[nH]c1C, CC#N. Yields the product CCc1nc(CC(=O)c2ccccc2)[nH]c1C, Cl. RXN SMILES: [C:10]([c:11]1[cH:12][cH:13][cH:14][cH:15][cH:16]1)(=[O:17])[Cl:18].[CH2:1]([CH3:2])[c:3]1[n:4][c:5]([CH3:9])[nH:6][c:7]1[CH3:8].[CH3:19][C:20]#[N:21]>>[CH2:1]([CH3:2])[c:3]1[n:4][c:5]([CH2:9][C:10]([c:11]2[cH:12][cH:13][cH:14][cH:15][cH:16]2)=[O:17])[nH:6][c:7]1[CH3:8].[ClH:18]. Starting materials: BrCC1=C(C=C(C=C1)Cl)F (1-bromomethyl-4-chloro-2-fluorobenzene), C(C)(C)(C)O (tert-butanol), COC(CC(CC)=O)=O (3-oxopentanoic acid methyl ester), CC(C)([O-])C.[K+] (potassium tert-butoxide). The solvent is O1CCCC1 (tetrahydrofuran), O1CCCC1 (tetrahydrofuran), O (water). Conditions: time 17 hour. Yields the product COC(C(C(CC)=O)CC1=C(C=C(C=C1)Cl)F)=O (2-(4-chloro-2-fluorobenzyl)-3-oxopentanoic Acid Methyl Ester). Reaction SMILES: CC(C)([O-])C.[K+].C(O)(C)(C)C.[CH3:12][O:13][C:14](=[O:20])[CH2:15][C:16](=[O:19])[CH2:17][CH3:18].Br[CH2:22][C:23]1[CH:28]=[CH:27][C:26]([Cl:29])=[CH:25][C:24]=1[F:30]>O1CCCC1.O>[CH3:12][O:13][C:14](=[O:20])[CH:15]([CH2:22][C:23]1[CH:28]=[CH:27][C:26]([Cl:29])=[CH:25][C:24]=1[F:30])[C:16](=[O:19])[CH2:17][CH3:18] |f:0.1|. Procedure: A suspension of potassium tert-butoxide (1.6 g) in anhydrous tetrahydrofuran (75 mL) at 0° C. was treated with a mixture of tert-butanol (1.0 mL) and 3-oxopentanoic acid methyl ester (1.5 g). After stirring at 0° C. for 45 minutes a solution of 1-bromomethyl-4-chloro-2-fluorobenzene (2.6 g) in tetrahydrofuran (25 mL) was added and the resulting mixture stirred at room temperature for 17 hours. The mixture was diluted with water and the tetrahydrofuran removed under reduced pressure. The mixture ... Reactants: CCCCCCCCCCCCCCCCCC(=O)OCC=C(C)CCC=C(C)CCC=C(C)CCC=C(C)C, CO, CCCCCC, [K+], [OH-], O. Yields the product CC(C)=CCCC(C)=CCCC(C)=CCCC(C)=CCO. As a reaction SMILES: [C:6](=[O:7])([CH2:8][CH2:9][CH2:10][CH2:11][CH2:12][CH2:13][CH2:14][CH2:15][CH2:16][CH2:17][CH2:18][CH2:19][CH2:20][CH2:21][CH2:22][CH2:23][CH3:24])[O:25][CH2:26][CH:27]=[C:28]([CH3:29])[CH2:30][CH2:31][CH:32]=[C:33]([CH2:34][CH2:35][CH:36]=[C:37]([CH3:38])[CH2:39][CH2:40][CH:41]=[C:42]([CH3:43])[CH3:44])[CH3:45].[CH3:1][OH:2].[CH3:46][CH2:47][CH2:48][CH2:49][CH2:50][CH3:51].[K+:4].[OH-:3].[OH2:5]>>[OH:25][CH2:26][CH:27]=[C:28]([CH3:29])[CH2:30][CH2:31][CH:32]=[C:33]([CH2:34][CH2:35][CH:36]=[C:37]([CH3:38])[CH2:39][CH2:40][CH:41]=[C:42]([CH3:43])[CH3:44])[CH3:45]. Reactants: CC(=O)OC(C)=O, COc1ccc(C(Cc2ccc(SC)cc2)=NO)cc1Cl, COc1ccc(-c2noc(C)c2-c2ccc(S(C)(=O)=O)cc2)cc1Cl. Yields the product COc1ccc(-c2noc(C)c2-c2ccc(SC)cc2)cc1Cl. As a reaction SMILES: [CH3:22][C:23]([O:24][C:25](=[O:26])[CH3:27])=[O:28].[Cl:1][c:2]1[cH:3][c:4]([C:5](=[N:6][OH:7])[CH2:8][c:9]2[cH:10][cH:11][c:12]([S:13][CH3:14])[cH:15][cH:16]2)[cH:17][cH:18][c:19]1[O:20][CH3:21].[Cl:29][c:30]1[cH:31][c:32](-[c:38]2[n:39][o:40][c:41]([CH3:53])[c:42]2-[c:43]2[cH:44][cH:45][c:46]([S:49](=[O:50])(=[O:51])[CH3:52])[cH:47][cH:48]2)[cH:33][cH:34][c:35]1[O:36][CH3:37]>>[Cl:29][c:30]1[cH:31][c:32](-[c:38]2[n:39][o:40][c:41]([CH3:53])[c:42]2-[c:43]2[cH:44][cH:45][c:46]([S:49][CH3:52])[cH:47][cH:48]2)[cH:33][cH:34][c:35]1[O:36][CH3:37]. The reactants are CCO, O=[N+]([O-])c1ccc(OCCN2CCOCC2)cc1, [OH-], [OH-], [Pd+2]. The product is Nc1ccc(OCCN2CCOCC2)cc1. Reaction SMILES: [CH3:19][CH2:20][OH:21].[N+:1]([O-:2])(=[O:3])[c:4]1[cH:5][cH:6][c:7]([O:8][CH2:9][CH2:10][N:11]2[CH2:12][CH2:13][O:14][CH2:15][CH2:16]2)[cH:17][cH:18]1.[OH-:22].[OH-:24].[Pd+2:23]>>[NH2:1][c:4]1[cH:5][cH:6][c:7]([O:8][CH2:9][CH2:10][N:11]2[CH2:12][CH2:13][O:14][CH2:15][CH2:16]2)[cH:17][cH:18]1. Reactants: stannous chloride, CI (methyl iodide), C(C)(=O)NC1CC2=CC=C(C=C2C1)S(=O)(=O)Cl (N-acetyl-5-chlorosulfonyl-2-indanamine), C[O-].[Na+] (sodium methoxide), O (water). Solvent: Cl (hydrochloric acid), C(C)(=O)O (acetic acid). Conditions: temperature 75 celsius, time 1 hour. The product is C(C)(=O)NC1CC2=CC=C(C=C2C1)SC (N-acetyl-5-methylthio-2-indanamine). As a reaction SMILES: [C:1]([NH:4][CH:5]1[CH2:13][C:12]2[C:7](=[CH:8][CH:9]=[C:10]([S:14](Cl)(=O)=O)[CH:11]=2)[CH2:6]1)(=[O:3])[CH3:2].O.[CH3:19]I.C[O-].[Na+]>C(O)(=O)C.Cl>[C:1]([NH:4][CH:5]1[CH2:13][C:12]2[C:7](=[CH:8][CH:9]=[C:10]([S:14][CH3:19])[CH:11]=2)[CH2:6]1)(=[O:3])[CH3:2] |f:3.4|. Reported procedure: 5.6 g. of N-acetyl-5-chlorosulfonyl-2-indanamine (0.02 mole) (as prepared in Example 3) is dissolved in acetic acid (50 ml.), warmed to 75° C., and 19 g. of stannous chloride (0.1 mole) in concentrated hydrochloric acid (20 ml.) is added. An exotherm occurs. When the reduction is complete the mixture is cooled to 25° C. and poured into water. The N-acetyl-5-mercapto-2-indanamine is filtered and suspended in methanol (50 ml.) under a nitrogen atmosphere. 5.7 g. of methyl iodide (0.04 mole) and 1....